Dataset: the Open Reaction Database (ORD), a public repository of structured organic reaction records. Task: describe an organic reaction: reactants, conditions, products, and yield The reactants are ClC=1C=C(C(=NC1)OC)C=O (5-chloro-2-methoxy-3-pyridinecarboxaldehyde), FC1=C(C=CC=C1)/C=C/C1CCNCC1 (4-[(E)-2-(2-fluorophenyl)-1-ethenyl]piperidine), C(C)(=O)O (acetic acid), C(C)(=O)O[BH-](OC(C)=O)OC(C)=O.[Na+] (sodium triacetoxyborohydride). The solvent is ClCCCl (1,2-dichloroethane). Conditions: time 2.5 hour. Product: ClC=1C=C(C(=NC1)OC)CN1CCC(CC1)\C=C\C1=C(C=CC=C1)F (1-[(5-Chloro-2-methoxy-3-pyridinyl)methyl]-4-[(E)-2-(2-fluorophenyl)-1-ethenyl]piperidine). Yield: 58.2%. RXN SMILES: [Cl:1][C:2]1[CH:3]=[C:4]([CH:10]=O)[C:5]([O:8][CH3:9])=[N:6][CH:7]=1.[F:12][C:13]1[CH:18]=[CH:17][CH:16]=[CH:15][C:14]=1/[CH:19]=[CH:20]/[CH:21]1[CH2:26][CH2:25][NH:24][CH2:23][CH2:22]1.C(O)(=O)C.C(O[BH-](OC(=O)C)OC(=O)C)(=O)C.[Na+]>ClCCCl>[Cl:1][C:2]1[CH:3]=[C:4]([CH2:10][N:24]2[CH2:25][CH2:26][CH:21](/[CH:20]=[CH:19]/[C:14]3[CH:15]=[CH:16][CH:17]=[CH:18][C:13]=3[F:12])[CH2:22][CH2:23]2)[C:5]([O:8][CH3:9])=[N:6][CH:7]=1 |f:3.4|. Procedure: 200 mg of 5-chloro-2-methoxy-3-pyridinecarboxaldehyde and 263 mg of 4-[(E)-2-(2-fluorophenyl)-1-ethenyl]piperidine were dissolved in 5 ml of 1,2-dichloroethane. To the mixture were added 0.09 ml of acetic acid and 339 mg of sodium triacetoxyborohydride, followed by stirring at room temperature for 2.5 hours. The reaction solution was filtered through NH-form silica gel, and the filtrate was evaporated. Ethyl acetate was added to the residue, and the mixture was filtered through alumina, and the ... Reactants: C(C)C1=NC=2C(=NC(=CC2C)C)N1CC1=CC=C(C=C1)NC1CCNCC1 (4-[4-(2-Ethyl-5,7-dimethyl-3H-imidazo[4,5-b]pyridin-3-ylmethyl)phenylamino]piperidine), C(C)(=O)O (acetic acid), CN1CCC(CC1)=O (1-methyl-4-piperidone), C(C)(=O)O[BH-](OC(C)=O)OC(C)=O.[Na+] (sodium triacetoxyborohydride), [OH-].[Na+] (sodium hydroxide). Solvent: ClC(C)Cl (dichloroethane). Conditions: time 20 minute. Product: C(C)C1=NC=2C(=NC(=CC2C)C)N1CC1=CC=C(C=C1)NC1CCN(CC1)C1CCN(CC1)C (4-[4-(2-Ethyl-5,7-dimethyl-3H-imidazo[4,5-b]pyridin-3-ylmethyl)phenylamino]-1-(1-methylpiperidin-4-yl)piperidine). Isolated yield 60.7%. Reaction SMILES: [CH2:1]([C:3]1[N:13]([CH2:14][C:15]2[CH:20]=[CH:19][C:18]([NH:21][CH:22]3[CH2:27][CH2:26][NH:25][CH2:24][CH2:23]3)=[CH:17][CH:16]=2)[C:6]2=[N:7][C:8]([CH3:12])=[CH:9][C:10]([CH3:11])=[C:5]2[N:4]=1)[CH3:2].C(O)(=O)C.[CH3:32][N:33]1[CH2:38][CH2:37][C:36](=O)[CH2:35][CH2:34]1.C(O[BH-](OC(=O)C)OC(=O)C)(=O)C.[Na+].[OH-].[Na+]>ClC(Cl)C>[CH2:1]([C:3]1[N:13]([CH2:14][C:15]2[CH:20]=[CH:19][C:18]([NH:21][CH:22]3[CH2:27][CH2:26][N:25]([CH:36]4[CH2:37][CH2:38][N:33]([CH3:32])[CH2:34][CH2:35]4)[CH2:24][CH2:23]3)=[CH:17][CH:16]=2)[C:6]2=[N:7][C:8]([CH3:12])=[CH:9][C:10]([CH3:11])=[C:5]2[N:4]=1)[CH3:2] |f:3.4,5.6|. Reported procedure: A solution of Compound 140 (0.100 g, 0.28 mmol) in dichloroethane was added with acetic acid (0.48 mL, 0.84 mmol) and 1-methyl-4-piperidone (0.84 mL, 0.68 mmol). After 20 minutes, the mixture was added with sodium triacetoxyborohydride (0.0827 g, 0.39 mmol) followed by stirring at room temperature overnight. The reaction mixture was added with a 2 mol/L aqueous sodium hydroxide solution, and extracted with chloroform three times. The organic layer was dried over anhydrous magnesium sulfate and c...